Task: describe an organic reaction: reactants, conditions, products, and yield. Dataset: the Open Reaction Database (ORD), a public repository of structured organic reaction records The reactants are CCCC1CC(=O)CC(=O)C1, Cc1ccc(S(=O)(=O)N=C=O)cc1, c1ccccc1. The product is CCCC1CC(=O)C(C(=O)NS(=O)(=O)c2ccc(C)cc2)C(=O)C1. RXN SMILES: [CH2:1]([CH2:2][CH3:3])[CH:4]1[CH2:5][C:6](=[O:11])[CH2:7][C:8](=[O:10])[CH2:9]1.[c:12]1([CH3:24])[cH:13][cH:14][c:15]([S:18](=[O:19])(=[O:20])[N:21]=[C:22]=[O:23])[cH:16][cH:17]1.[cH:25]1[cH:26][cH:27][cH:28][cH:29][cH:30]1>>[CH2:1]([CH2:2][CH3:3])[CH:4]1[CH2:5][C:6](=[O:11])[CH:7]([C:22]([NH:21][S:18]([c:15]2[cH:14][cH:13][c:12]([CH3:24])[cH:17][cH:16]2)(=[O:19])=[O:20])=[O:23])[C:8](=[O:10])[CH2:9]1. RXN SMILES: [CH3:1][C:2]1[C:7]([OH:8])=[CH:6][CH:5]=[CH:4][C:3]=1[OH:9].Br[CH2:11][CH:12]1[CH2:17][CH2:16][CH2:15][CH2:14][CH2:13]1>>[CH:12]1([CH2:11][O:8][C:7]2[C:2]([CH3:1])=[C:3]([OH:9])[CH:4]=[CH:5][CH:6]=2)[CH2:17][CH2:16][CH2:15][CH2:14][CH2:13]1. Reactants: CC1=C(C=CC=C1O)O (2-methylbenzene-1,3-diol), BrCC1CCCCC1 ((bromomethyl)cyclohexane). Product: C1(CCCCC1)COC=1C(=C(C=CC1)O)C (3-(cyclohexylmethoxy)-2-methylphenol). Procedure: Alkylation of 2-methylbenzene-1,3-diol using (bromomethyl)cyclohexane following the method used in Example 154 gave 3-(cyclohexylmethoxy)-2-methylphenol. Yield (0.58 g, 37%): 1H NMR (400 MHz, CDCl3) δ 6.98 (t, J=8.0 Hz, 1H), 6.42 (t, J=7.6 Hz, 2H), 4.60 (bs, 1H), 3.72 (d, J=6.4 Hz, 2H), 2.12 (s, 3H), 1.68-1.89 (m, 6H), 1.16-1.35 (m, 3H), 1.01-1.11 (m, 2H).